Task: describe an organic reaction: reactants, conditions, products, and yield. Dataset: the Open Reaction Database (ORD), a public repository of structured organic reaction records Solvent: ClCCl (dichloromethane). Product: S1C=CC2=NC=CC(=C21)SSC2=C1C(=NC=C2)C=CS1 (7-(2-(thieno[3,2-b]pyridin-7-yl)disulfanyl)thieno[3,2-b]pyridine). Run at temperature 0 celsius, time 2 day. Yield: 37.7%. RXN SMILES: [S:1]1[C:9]2[C:4](=[N:5][CH:6]=[CH:7][C:8]=2[SH:10])[CH:3]=[CH:2]1.S(Cl)(Cl)(=O)=O>ClCCl>[S:1]1[C:9]2[C:4](=[N:5][CH:6]=[CH:7][C:8]=2[S:10][S:10][C:8]2[CH:7]=[CH:6][N:5]=[C:4]3[CH:3]=[CH:2][S:1][C:9]=23)[CH:3]=[CH:2]1. Procedure: Thieno[3,2-b]pyridine-7-thiol (1.00 g, 5.9 mmol) was dissolved in dichloromethane (40 mL). The solution was cooled to 0° C. and sulfuryl chloride (1M in dichloromethane, 2.9 mL, 2.9 mmol) was added dropwise and the reaction stirred while warming to ambient temperature. The solution stirred for 5 hours at ambient temperature and then concentrated to dryness. The residue was left standing under open air for two days. The residue was then diluted in dichloromethane and was neutralized with saturati... Reactants: S1C=CC2=NC=CC(=C21)S (Thieno[3,2-b]pyridine-7-thiol), S(=O)(=O)(Cl)Cl (sulfuryl chloride). Starting materials: C(C1=CC=CC=C1)OC(NC=1SC(=CC1C(=O)N)I)=O (benzyl[3-(aminocarbonyl)-5-iodo-2-thienyl]carbamate), C(C1=CC=CC=C1)OC(NC=1SC(=CC1C(=O)N)I)=O (benzyl[3-(aminocarbonyl)-5-iodo-2-thienyl]carbamate), C(C1=CC=CC=C1)OC(NC=1SC(=CC1C(=O)N)I)=O (benzyl[3-(aminocarbonyl)-5-iodo-2-thienyl]carbamate), FC1=C(C=CC=C1)B(O)O (2-fluorophenyl boronic acid). The product is C(C1=CC=CC=C1)OC(NC=1SC(=CC1C(=O)N)C1=C(C=CC=C1)F)=O (Benzyl[3-(aminocarbonyl)-5-(2-fluorophenyl)-2-thienyl]carbamate). Reaction SMILES: [CH2:1]([O:8][C:9](=[O:20])[NH:10][C:11]1[S:12][C:13](I)=[CH:14][C:15]=1[C:16]([NH2:18])=[O:17])[C:2]1[CH:7]=[CH:6][CH:5]=[CH:4][CH:3]=1.[F:21][C:22]1[CH:27]=[CH:26][CH:25]=[CH:24][C:23]=1B(O)O>>[CH2:1]([O:8][C:9](=[O:20])[NH:10][C:11]1[S:12][C:13]([C:23]2[CH:24]=[CH:25][CH:26]=[CH:27][C:22]=2[F:21])=[CH:14][C:15]=1[C:16]([NH2:18])=[O:17])[C:2]1[CH:7]=[CH:6][CH:5]=[CH:4][CH:3]=1. Procedure: The title compound was synthesized from benzyl[3-(aminocarbonyl)-5-iodo-2-thienyl]carbamate (Intermediate 1, Step 2) (300 mg, 0.746 mmol) and 2-fluorophenyl boronic acid (157 mg, 1.12 mmol) as the starting materials as described in Intermediate 1 Step 3. Reactants: C1=CC=CC=2NCC3=C(CCC21)C=CC=C3 (5,6,11,12-tetrahydrodibenz[b,f]azocine), C(C1=CC=CC=C1)(=O)C1=CC=C(C(=O)Cl)C=C1 (4-(benzoyl)benzoyl chloride). Yields the product C(C1=CC=CC=C1)(=O)C1=CC=C(C(=O)N2C3=C(CCC4=C(C2)C=CC=C4)C=CC=C3)C=C1 (5-(4-Benzoylbenzoyl)5,6,11,12-tetrahydrodibenz[b,f]azocine). RXN SMILES: [CH:1]1[C:12]2[CH2:11][CH2:10][C:9]3[CH:13]=[CH:14][CH:15]=[CH:16][C:8]=3[CH2:7][NH:6][C:5]=2[CH:4]=[CH:3][CH:2]=1.[C:17]([C:25]1[CH:33]=[CH:32][C:28]([C:29](Cl)=[O:30])=[CH:27][CH:26]=1)(=[O:24])[C:18]1[CH:23]=[CH:22][CH:21]=[CH:20][CH:19]=1>>[C:17]([C:25]1[CH:26]=[CH:27][C:28]([C:29]([N:6]2[CH2:7][C:8]3[CH:16]=[CH:15][CH:14]=[CH:13][C:9]=3[CH2:10][CH2:11][C:12]3[CH:1]=[CH:2][CH:3]=[CH:4][C:5]2=3)=[O:30])=[CH:32][CH:33]=1)(=[O:24])[C:18]1[CH:19]=[CH:20][CH:21]=[CH:22][CH:23]=1. Reported procedure: As described for Example 26, 5,6,11,12-tetrahydrodibenz[b,f]azocine is reacted with 4-(benzoyl)benzoyl chloride to give the product as a solid, m.p. 89°-92° C., Mass spectrum (CI), 418(MH+)